From a dataset of the Open Reaction Database (ORD), a public repository of structured organic reaction records. describe an organic reaction: reactants, conditions, products, and yield The reactants are COC(C(CC=1N(C2=CC=C(C=C2C1SC(C)(C)C)OC)CC1=CC=C(C=C1)Cl)(C)C)=O (3-[1-(4-chlorobenzyl)-3-(t-butylthio)-5-methoxyindol-2-yl]-2,2-dimethylpropanoic acid methyl ester), [H-].[Li+] (LiH), CN(C)P(=O)(N(C)C)N(C)C (HMPA), CC(C)(C)S (2-methyl-2-propanethiol). Run in CN(C)C=O (DMF), CN(C)C=O (DMF). Reaction conditions: time 30 minute. Yields the product ClC1=CC=C(CN2C(=C(C3=CC(=CC=C23)O)SC(C)(C)C)CC(C(=O)O)(C)C)C=C1 (3-[1-(4-Chlorobenzyl)-3-(t-butylthio)-5-hydroxyindol-2-yl]-2,2-dimethylpropanoic acid). Reaction SMILES: [H-].[Li+].CN(P(N(C)C)(N(C)C)=O)C.CC(S)(C)C.C[O:20][C:21](=[O:50])[C:22]([CH3:49])([CH3:48])[CH2:23][C:24]1[N:25]([CH2:40][C:41]2[CH:46]=[CH:45][C:44]([Cl:47])=[CH:43][CH:42]=2)[C:26]2[C:31]([C:32]=1[S:33][C:34]([CH3:37])([CH3:36])[CH3:35])=[CH:30][C:29]([O:38]C)=[CH:28][CH:27]=2>CN(C=O)C>[Cl:47][C:44]1[CH:43]=[CH:42][C:41]([CH2:40][N:25]2[C:26]3[C:31](=[CH:30][C:29]([OH:38])=[CH:28][CH:27]=3)[C:32]([S:33][C:34]([CH3:37])([CH3:36])[CH3:35])=[C:24]2[CH2:23][C:22]([CH3:49])([CH3:48])[C:21]([OH:50])=[O:20])=[CH:46][CH:45]=1 |f:0.1|. Procedure details: To a mixture of LiH (12.6 g) and HMPA (105 mL) in DMF (1050 mL) at 0° C. was added 2-methyl-2-propanethiol (178 mL). The mixture was stirred at room temperature for 30 min, then 3-[1-(4-chlorobenzyl)-3-(t-butylthio)-5-methoxyindol-2-yl]-2,2-dimethylpropanoic acid methyl ester (150 g) (EP 419,049, Example 1, Step A) in DMF (450 mL) was added slowly. The mixture was slowly heated to 150° C. and kept at that temperature for 18 hours. After cooling to room temperature, the supernatant layer was deca... Starting materials: F[C@@H]1CO[C@@H](CC[C@H]1NC(OC(C)(C)C)=O)C1=C(C=NN1C)[N+](=O)[O-] (tert-butyl ((3S,4R,7S)-3-fluoro-7-(1-methyl-4-nitro-1H-pyrazol-5-yl)oxepan-4-yl)carbamate), F[C@@H]1CO[C@@H](CC[C@H]1NC(OC(C)(C)C)=O)C1=C(C=NN1C)[N+](=O)[O-] (tert-butyl ((3S,4R,7S)-3-fluoro-7-(1-methyl-4-nitro-1H-pyrazol-5-yl)oxepan-4-yl)carbamate), FC1=C(C(=CC(=C1)OCCOC)F)C1=C(C=CC(=N1)C(=O)O)F (6-(2,6-difluoro-4-(2-methoxyethoxy)phenyl)-5-fluoropicolinic acid). Procedure details: Following the procedure for Example 111 starting from tert-butyl ((3S,4R,7S)-3-fluoro-7-(1-methyl-4-nitro-1H-pyrazol-5-yl)oxepan-4-yl)carbamate (Intermediate 80), and replacing 5-((tert-butoxycarbonyl)amino)-2-(2,6-difluorophenyl)thiazole-4-carboxylic acid with 6-(2,6-difluoro-4-(2-methoxyethoxy)phenyl)-5-fluoropicolinic acid (see US2012/225062) gave 192. 1H NMR (400 MHz, DMSO-d6) δ 10.20 (s, 1H), 8.26 (dd, J=8.6, 4.0 Hz, 1H), 8.11 (t, J=8.9 Hz, 1H), 7.91 (s, 1H), 7.01-6.91 (m, 2H), 4.82 (dd, J=... As a reaction SMILES: [F:1][C@H:2]1[C@H:8]([NH:9]C(=O)OC(C)(C)C)[CH2:7][CH2:6][C@@H:5]([C:17]2[N:21]([CH3:22])[N:20]=[CH:19][C:18]=2[N+:23]([O-])=O)[O:4][CH2:3]1.[F:26][C:27]1[CH:32]=[C:31]([O:33][CH2:34][CH2:35][O:36][CH3:37])[CH:30]=[C:29]([F:38])[C:28]=1[C:39]1[N:44]=[C:43]([C:45](O)=[O:46])[CH:42]=[CH:41][C:40]=1[F:48]>>[NH2:9][C@H:8]1[C@H:2]([F:1])[CH2:3][O:4][C@H:5]([C:17]2[N:21]([CH3:22])[N:20]=[CH:19][C:18]=2[NH:23][C:45](=[O:46])[C:43]2[CH:42]=[CH:41][C:40]([F:48])=[C:39]([C:28]3[C:29]([F:38])=[CH:30][C:31]([O:33][CH2:34][CH2:35][O:36][CH3:37])=[CH:32][C:27]=3[F:26])[N:44]=2)[CH2:6][CH2:7]1. Yields the product N[C@@H]1CC[C@H](OC[C@H]1F)C1=C(C=NN1C)NC(C1=NC(=C(C=C1)F)C1=C(C=C(C=C1F)OCCOC)F)=O (N-(5-((2S,5R,6S)-5-amino-6-fluorooxepan-2-yl)-1-methyl-1H-pyrazol-4-yl)-6-(2,6-difluoro-4-(2-methoxyethoxy)phenyl)-5-fluoropicolinamide). The reactants are mixture, alcohols, CC1=C[C@@H]([C@@H](CC1)C(C)C)O (cis-piperitol), CC1=C[C@@H]([C@H](CC1)C(C)C)O (trans-piperitol), C([O-])([O-])=O.[Na+].[Na+] (sodium carbonate), [Ba] (barium). The reagents and catalysts are [Cr](=O)([O-])[O-].[Cu+2] (copper chromite). Reaction conditions: time 2 hour. The product is C[C@@H]1CC[C@H](C(=O)C1)C(C)C.CC1CCC(C(=O)C1)C(C)C (menthone isomenthone), CC1CCC(CC1=O)C(C)C (carvomenthone). RXN SMILES: [CH3:1][C:2]1[CH2:7][CH2:6][C@@H:5]([CH:8]([CH3:10])[CH3:9])[C@@H:4]([OH:11])[CH:3]=1.[CH3:12][C:13]1[CH2:18][CH2:17][C@H:16]([CH:19]([CH3:21])[CH3:20])[C@@H:15]([OH:22])[CH:14]=1.[Ba].[C:24](=[O:27])([O-])[O-].[Na+].[Na+]>[Cr]([O-])([O-])=O.[Cu+2]>[CH3:1][C@H:2]1[CH2:3][C:4](=[O:11])[C@H:5]([CH:8]([CH3:10])[CH3:9])[CH2:6][CH2:7]1.[CH3:12][CH:13]1[CH2:14][C:15](=[O:22])[CH:16]([CH:19]([CH3:21])[CH3:20])[CH2:17][CH2:18]1.[CH3:1][CH:2]1[C:24](=[O:27])[CH2:6][CH:5]([CH:8]([CH3:10])[CH3:9])[CH2:4][CH2:3]1 |f:3.4.5,6.7,8.9|. Procedure: A pressure vessel was charged with 500 g of a mixture of alcohols containing 93.9 g of cis-piperitol, 136.45 g of trans-piperitol, and 187.,8 g of cis and trans-carvenols, 10 g of Girdler G-22 barium promoted copper chromite catalyst, and 10 g of sodium carbonate. The vessel was heated with stirring to 200°-240° C. for 2 hours. After cooling, the product was filtered and distilled to yield 210.5 g of menthone/isomenthone mixture and 147.3 g of carvomenthone. The menthones and carvomenthones were... Reactants: CC(C)=O, Cl, OC1(c2ccc(I)cc2)CCC2(CC1)OCCO2, [Na+], [OH-]. Product: O=C1CCC(O)(c2ccc(I)cc2)CC1. Reaction SMILES: [CH3:22][C:23](=[O:24])[CH3:25].[ClH:19].[I:1][c:2]1[cH:3][cH:4][c:5]([C:8]2([OH:18])[CH2:9][CH2:10][C:11]3([O:12][CH2:15][CH2:14][O:13]3)[CH2:16][CH2:17]2)[cH:6][cH:7]1.[Na+:21].[OH-:20]>>[I:1][c:2]1[cH:3][cH:4][c:5]([C:8]2([OH:18])[CH2:9][CH2:10][C:11](=[O:12])[CH2:16][CH2:17]2)[cH:6][cH:7]1. The reactants are FC(CCC(=O)O)(C(C(C(F)(F)F)(F)F)(F)F)F (4,4,5,5,6,6,7,7,7-nonafluoroheptanoic acid), CO (methanol). Solvent: O1CCCC1 (tetrahydrofuran). Reaction conditions: time 4 hour. The product is FC(CCCO)(C(C(C(F)(F)F)(F)F)(F)F)F (4,4,5,5,6,6,7,7,7-nonafluoroheptan-1-ol). Yield: 97.1%. Reaction SMILES: [F:1][C:2]([F:18])([C:8]([F:17])([F:16])[C:9]([F:15])([F:14])[C:10]([F:13])([F:12])[F:11])[CH2:3][CH2:4][C:5](O)=[O:6].CO>O1CCCC1>[F:1][C:2]([F:18])([C:8]([F:16])([F:17])[C:9]([F:14])([F:15])[C:10]([F:11])([F:12])[F:13])[CH2:3][CH2:4][CH2:5][OH:6]. Procedure details: Borane-methyl sulfide complex (5.2 ml, 52.2 mmol) was slowly added to a solution of 4,4,5,5,6,6,7,7,7-nonafluoroheptanoic acid (5.10 g, 17.4 mmol) in anhydrous tetrahydrofuran (50 ml) at −50° C. The reaction mixture was stirred for 4 hours at room temperature and cooled to 0° C., followed by addition of methanol. After distilling off the solvent, the residue was purified by silica gel column chromatography (eluent: ethyl acetate/hexane=1/5→1/3) to give 4,4,5,5,6,6,7,7,7-nonafluoroheptan-1-ol (4.... Yields the product CON(c1ccc([N+](=O)[O-])cc1[N+](=O)[O-])S(=O)(=O)c1ccc(C)cc1. The reactants are [H-], CONc1ccc([N+](=O)[O-])cc1[N+](=O)[O-], [Na+], CN(C)C=O, O, Cc1ccc(S(=O)(=O)Cl)cc1. RXN SMILES: [H-:1].[N+:3](=[O:4])([O-:5])[c:6]1[c:7]([NH:15][O:16][CH3:17])[cH:8][cH:9][c:10]([N+:12](=[O:13])[O-:14])[cH:11]1.[Na+:2].[O:30]=[CH:31][N:32]([CH3:33])[CH3:34].[OH2:29].[c:18]1([CH3:28])[cH:19][cH:20][c:21]([S:24](=[O:25])(=[O:26])[Cl:27])[cH:22][cH:23]1>>[N+:3](=[O:4])([O-:5])[c:6]1[c:7]([N:15]([O:16][CH3:17])[S:24]([c:21]2[cH:20][cH:19][c:18]([CH3:28])[cH:23][cH:22]2)(=[O:25])=[O:26])[cH:8][cH:9][c:10]([N+:12](=[O:13])[O-:14])[cH:11]1. Starting materials: CN1CCNCC1 (4-methylpiperazine), CN(CCCN)C (3-(dimethylamino)propylamine), C(C1=CC=CC=C1)(=O)N1N=CC2=C1N=CC=1C(=NC=3N(C12)N=CN3)OC3=CC=CC=C3 (8-Benzoyl-5-phenyloxy-8H-pyrazolo[4',3':5,6]pyrido-[3,4-e][1,2,4]triazolo[1,5-a]pyrimidine). The product is C(C)N1N=CC2=C1N=CC=1C(=NC=3N(C12)N=CN3)N3CCN(CC3)C (8-ethyl-5-(4-methyl-1-piperazinyl)-8H-pyrazolo[4',3':5,6]-pyrido[3,4-e][1,2,4]triazolo[1,5-a]pyrimidine). Reaction SMILES: [CH3:1][N:2]1[CH2:7][CH2:6][NH:5][CH2:4][CH2:3]1.CN(C)CCCN.[C:15]([N:23]1[C:27]2[N:28]=[CH:29][C:30]3[C:31](OC4C=CC=CC=4)=[N:32][C:33]4[N:34]([N:36]=[CH:37][N:38]=4)[C:35]=3[C:26]=2[CH:25]=[N:24]1)(=O)[C:16]1C=CC=CC=1>>[CH2:15]([N:23]1[C:27]2[N:28]=[CH:29][C:30]3[C:31]([N:5]4[CH2:6][CH2:7][N:2]([CH3:1])[CH2:3][CH2:4]4)=[N:32][C:33]4[N:34]([N:36]=[CH:37][N:38]=4)[C:35]=3[C:26]=2[CH:25]=[N:24]1)[CH3:16]. Procedure details: By substituting 4-methylpiperazine for the 3-(dimethylamino)propylamine in the procedure of Example 1 (c), 8-ethyl-5-(4-methyl-1-piperazinyl)-8H-pyrazolo[4',3':5,6]-pyrido[3,4-e][1,2,4]triazolo[1,5-a]pyrimidine is formed. The reactants are FC=1C=C(C=CC1O)C1=CC(=C(C=C1)OCCCCCCCC)F (3,3'-difluoro-4-hydroxy-4'-octyloxybiphenyl), C(CCCC)[C@H]1C[C@H](C1)C(=O)Cl (cis-3-pentylcyclobutanecarboxylic acid chloride). Product: ( b ), C(CCCCCCC)C1CC(C1)C(=O)Cl (3-octylcyclobutanecarboxylic acid chloride). Isolated yield 120.8%. As a reaction SMILES: F[C:2]1[CH:3]=C(C2C=CC(OCCCCCCCC)=C(F)C=2)C=C[C:7]=1O.[CH2:25]([C@@H:30]1[CH2:33][C@H:32]([C:34]([Cl:36])=[O:35])[CH2:31]1)[CH2:26][CH2:27][CH2:28][CH3:29]>>[CH2:25]([CH:30]1[CH2:31][CH:32]([C:34]([Cl:36])=[O:35])[CH2:33]1)[CH2:26][CH2:27][CH2:28][CH2:29][CH2:7][CH2:2][CH3:3]. Procedure details: Except that 0.60 g of the crude 3,3'-difluoro-4-hydroxy-4'-octyloxybiphenyl obtained in Example 5-(c) was used in place of 0.7 g of the crude 3,3'-difluoro-4-hydroxy-4'-decyloxybiphenyl and 0.4 g of cis-3-pentylcyclobutanecarboxylic acid chloride obtained in (b) above in place of 0.5 g of the 3-octylcyclobutanecarboxylic acid chloride used in Example 9-(g) and purification was carried out by way of column chromatography on silica gel (eluent: hexane/benzene=2/1), the operation was performed in t... The reactants are COC(=O)CCC=CC1=C[C@H]2C[C@H]([C@H]([C@H]2C1)\C=C\C(C(CCCC)F)=O)OC1OCCCC1 ((1S,5S,6S,7R)-3-[4-methoxycarbonyl-1(EZ)-butenyl]-6-[4(RS)-fluoro-3-oxo-(E)-1-octenyl]-7-tetrahydropyranyloxy-bicyclo[3.3.0]oct-2-ene). Reagents/catalysts: [Pd] (palladium). Run in C(C)(=O)OCC (ethyl acetate). The product is COC(=O)CCCCC1=C[C@H]2C[C@H]([C@@H]([C@H]2C1)CCC(C(CCCC)F)=O)OC1OCCCC1 ((1S, 5S, 6R,7R)-3-(4-methoxycarbonylbutyl)-6-[4(RS)-fluoro-3-oxooctyl]-7-tetrahydropyranyloxy-bicyclo[3.3.0]oct-2-ene). RXN SMILES: [CH3:1][O:2][C:3]([CH2:5][CH2:6][CH:7]=[CH:8][C:9]1[CH2:16][C@H:15]2[C@H:11]([CH2:12][C@@H:13]([O:27][CH:28]3[CH2:33][CH2:32][CH2:31][CH2:30][O:29]3)[C@H:14]2/[CH:17]=[CH:18]/[C:19](=[O:26])[CH:20]([F:25])[CH2:21][CH2:22][CH2:23][CH3:24])[CH:10]=1)=[O:4]>C(OCC)(=O)C.[Pd]>[CH3:1][O:2][C:3]([CH2:5][CH2:6][CH2:7][CH2:8][C:9]1[CH2:16][C@H:15]2[C@H:11]([CH2:12][C@@H:13]([O:27][CH:28]3[CH2:33][CH2:32][CH2:31][CH2:30][O:29]3)[C@@H:14]2[CH2:17][CH2:18][C:19](=[O:26])[CH:20]([F:25])[CH2:21][CH2:22][CH2:23][CH3:24])[CH:10]=1)=[O:4]. Procedure details: (1S,5S,6S,7R)-3-[4-Methoxycarbonyl-1(EZ)-butenyl]-6-[4(RS)-fluoro-3-oxo-(E )-1-octenyl]-7-tetrahydropyranyloxybicyclo[3.3.0]oct-2-ene (5) (0.094 g) was dissolved in ethyl acetate. Into the solution, palladium(5 wt %)/carbon (0.0094 g) was added and the mixture was stirred under reaction mixture was filtered, and the filtrate was evaporated under reduced pressure. Obtained crude product was chromatographed using a silica gel treated with silver nitrate (15 wt %) (hexane/ethyl acetate=12/1-9/1) to... Reactants: Br, CCN(C(C)C)C(C)C, COC(=O)C1=CCCNC1, CN(C)C=O, Cc1ccc(S(=O)(=O)OCCC2COc3ccccc3C2)cc1. Yields the product COC(=O)C1=CCCN(CCC2COc3ccccc3C2)C1. RXN SMILES: [BrH:1].[CH2:12]([N:13]([CH:14]([CH3:15])[CH3:16])[CH:17]([CH3:18])[CH3:19])[CH3:20].[CH3:2][O:3][C:4](=[O:5])[C:6]1=[CH:11][CH2:10][CH2:9][NH:8][CH2:7]1.[CH3:44][N:45]([CH3:46])[CH:47]=[O:48].[c:21]1([CH3:22])[cH:23][cH:24][c:25]([S:26]([O:27][CH2:31][CH2:32][CH:33]2[CH2:34][O:35][c:36]3[cH:37][cH:38][cH:39][cH:40][c:41]3[CH2:42]2)(=[O:28])=[O:29])[cH:30][cH:43]1>>[CH3:2][O:3][C:4](=[O:5])[C:6]1=[CH:11][CH2:10][CH2:9][N:8]([CH2:31][CH2:32][CH:33]2[CH2:34][O:35][c:36]3[cH:37][cH:38][cH:39][cH:40][c:41]3[CH2:42]2)[CH2:7]1.